Task: describe an organic reaction: reactants, conditions, products, and yield. Dataset: the Open Reaction Database (ORD), a public repository of structured organic reaction records Starting materials: CCO, [K+], [OH-], CCC(c1ccccc1)(c1ccccc1)c1ccnc(C(N)=O)c1. Yields the product CCC(c1ccccc1)(c1ccccc1)c1ccnc(C(=O)O)c1. As a reaction SMILES: [CH3:27][CH2:28][OH:29].[K+:26].[OH-:25].[c:1]1([C:7]([CH2:8][CH3:9])([c:10]2[cH:11][cH:12][cH:13][cH:14][cH:15]2)[c:16]2[cH:17][c:18]([C:22](=[O:23])[NH2:24])[n:19][cH:20][cH:21]2)[cH:2][cH:3][cH:4][cH:5][cH:6]1>>[c:1]1([C:7]([CH2:8][CH3:9])([c:10]2[cH:11][cH:12][cH:13][cH:14][cH:15]2)[c:16]2[cH:17][c:18]([C:22](=[O:23])[OH:25])[n:19][cH:20][cH:21]2)[cH:2][cH:3][cH:4][cH:5][cH:6]1. Reactants: NS(=O)(=O)N (aminosulfonamide), ClCCCS(=O)(=O)N1CCC(CC1)C1=CNC2=C(C=C(C=C12)C1=CC=CC=C1)C(=O)N (3-{1-[(3-chloropropyl)sulfonyl]-4-piperidinyl}-5-phenyl-1H-indole-7-carboxamide), C[C@H]1N[C@@H](CC1)C ((2R,5R)-2,5-dimethylpyrrolidine), C(=O)([O-])[O-].[K+].[K+] (K2CO3), [Na+].[I-] (NaI). Yields the product C[C@H]1N([C@@H](CC1)C)CCCS(=O)(=O)N1CCC(CC1)C1=CNC2=C(C=C(C=C12)C1=CC=CC=C1)C(=O)N (3-[1-({3-[(2R,5R)-2,5-dimethyl-1-pyrrolidinyl]propyl}sulfonyl)-4-piperidinyl]-5-phenyl-1H-indole-7-carboxamide). Isolated yield 36.7%. Reaction SMILES: NS(N)(=O)=O.Cl[CH2:7][CH2:8][CH2:9][S:10]([N:13]1[CH2:18][CH2:17][CH:16]([C:19]2[C:27]3[C:22](=[C:23]([C:34]([NH2:36])=[O:35])[CH:24]=[C:25]([C:28]4[CH:33]=[CH:32][CH:31]=[CH:30][CH:29]=4)[CH:26]=3)[NH:21][CH:20]=2)[CH2:15][CH2:14]1)(=[O:12])=[O:11].[CH3:37][C@@H:38]1[CH2:42][CH2:41][C@@H:40]([CH3:43])[NH:39]1.C([O-])([O-])=O.[K+].[K+].[Na+].[I-]>>[CH3:37][C@@H:38]1[CH2:42][CH2:41][C@@H:40]([CH3:43])[N:39]1[CH2:7][CH2:8][CH2:9][S:10]([N:13]1[CH2:18][CH2:17][CH:16]([C:19]2[C:27]3[C:22](=[C:23]([C:34]([NH2:36])=[O:35])[CH:24]=[C:25]([C:28]4[CH:33]=[CH:32][CH:31]=[CH:30][CH:29]=4)[CH:26]=3)[NH:21][CH:20]=2)[CH2:15][CH2:14]1)(=[O:12])=[O:11] |f:3.4.5,6.7|. Procedure details: Following the general procedure for aminosulfonamide formation outlined in example 2, 3-{1-[(3-chloropropyl)sulfonyl]-4-piperidinyl}-5-phenyl-1H-indole-7-carboxamide (100 mg, 0.313 mmol) and (2R,5R)-2,5-dimethylpyrrolidine (449 mg, 1.56 mmol) were allowed to react in the presence of K2CO3 (886 mg, 0.63 mmol) and NaI (251 mg, 1.56 mmol). The resulting residue was purified by reverse phase HPLC eluting with 10% B to 80% B, where A=H2O (0.1% trifluoroacetic acid) and B=CH3CN (0.1% trifluoroacetic a... Reactants: C(C)OC(=O)C1(CC1)C1=CC=C(C=C1)C1=CC=C(C=C1)C1=C(C(=NO1)C)N (1-[4′-(4-Amino-3-methyl-isoxazol-5-yl)-biphenyl-4-yl]-cyclopropanecarboxylic acid ethyl ester), C(#N)[BH3-].[Na+] (sodium cyanoborohydride), C(C1=CC=CC=C1)C1C(CCCC1)=O (2-benzylcyclohexanone), C1CCOC1 (THF). The solvent is C1(=CC=CC=C1)C (toluene). Conditions: temperature 110 celsius, time 1 hour. Yields the product C(C)OC(=O)C1(CC1)C1=CC=C(C=C1)C1=CC=C(C=C1)C1=C(C(=NO1)C)NC1C(CCCC1)CC1=CC=CC=C1 (1-{4′-[4-(2-Benzyl-cyclohexylamino)-3-methyl-isoxazol-5-yl]-biphenyl-4-yl}-cyclopropanecarboxylic acid ethyl ester). RXN SMILES: [CH2:1]([O:3][C:4]([C:6]1([C:9]2[CH:14]=[CH:13][C:12]([C:15]3[CH:20]=[CH:19][C:18]([C:21]4[O:25][N:24]=[C:23]([CH3:26])[C:22]=4[NH2:27])=[CH:17][CH:16]=3)=[CH:11][CH:10]=2)[CH2:8][CH2:7]1)=[O:5])[CH3:2].[CH2:28]([CH:35]1[CH2:40][CH2:39][CH2:38][CH2:37][C:36]1=O)[C:29]1[CH:34]=[CH:33][CH:32]=[CH:31][CH:30]=1.C1COCC1.C([BH3-])#N.[Na+]>C1(C)C=CC=CC=1>[CH2:1]([O:3][C:4]([C:6]1([C:9]2[CH:10]=[CH:11][C:12]([C:15]3[CH:20]=[CH:19][C:18]([C:21]4[O:25][N:24]=[C:23]([CH3:26])[C:22]=4[NH:27][CH:36]4[CH2:37][CH2:38][CH2:39][CH2:40][CH:35]4[CH2:28][C:29]4[CH:30]=[CH:31][CH:32]=[CH:33][CH:34]=4)=[CH:17][CH:16]=3)=[CH:13][CH:14]=2)[CH2:8][CH2:7]1)=[O:5])[CH3:2] |f:3.4|. Procedure details: 1-[4′-(4-Amino-3-methyl-isoxazol-5-yl)-biphenyl-4-yl]-cyclopropanecarboxylic acid ethyl ester (0.200 g, 0.55 mmol) and 2-benzylcyclohexanone (0.156 g, 0.83 mmol) were combined in toluene and stirred at 110° C. for 1 hour. After cooling to room temperature, THF was added, followed by sodium cyanoborohydride (0.086 g, 1.37 mmol), and the reaction was stirred at room temperature for 2 hours. The mixture was adsorbed onto silica gel and purified by silica gel chromatography to give the title compoun... Reactants: β-keto methyl ester, CC(C)(C)O (tBuOH), C1(=CC=CC=C1)C (toluene), alcohols, C1(=CC=CC=C1)C (toluene), CC(C)(C)O (tBuOH), CO (methanol). Product: COC1=CC=C2CCC(C2=C1)=O (6-methoxyindanone). Yield: 80.0%. RXN SMILES: C[C:2]([OH:5])([CH3:4])[CH3:3].[CH3:6][OH:7].[C:8]1([CH3:14])C=[CH:12][CH:11]=[CH:10][CH:9]=1>>[CH3:6][O:7][C:11]1[CH:12]=[C:4]2[C:8]([CH2:14][CH2:3][C:2]2=[O:5])=[CH:9][CH:10]=1. Procedure: An oven-dried flask was charged with β-keto methyl ester (1.0 mmol), Bu2SnO (26 mg, 0.1 mmol, 0.1 eq.), tBuOH (5 mL) and toluene (15 mL). The flask was connected a Dean-Star trap which continuingly removed methanol while refluxing. tBuOH (2 mL) was added when the mixture of alcohols and toluene was released through Dean-Star trap. The mixture was refluxed for 4 hours. The resultant yellow solution was concentrated on a water evaporator. The residue was directly loaded on silica gel column for pu...